Dataset: the Open Reaction Database (ORD), a public repository of structured organic reaction records. Task: describe an organic reaction: reactants, conditions, products, and yield Reactants: ClC=1C=C(Cl)C=C(Cl)C1. Reagents/catalysts: O1B(OC(C)(C)C1(C)C)B2OC(C)(C)C(O2)(C)C, N=1C=CC=CC1N2B(NC=3C=CC=CC32)B4NC=5C=CC=CC5N4C6=NC=CC=C6, C[OH2+].C[OH2+].C1CC=CCCC=C1.C1CC=CCCC=C1.[Ir].[Ir]. The solvent is O(C)C1CCCC1. Run at temperature 125 celsius, time 24 hour. Yields the product ClC=1C=C(Cl)C(B2OC(C)(C)C(O2)(C)C)=C(Cl)C1. Yield: 49.0%. Procedure: The general procedure A was followed using 1,3,5-trichlorobenzene (90.7 mg, 0.5 mmol) and B2pin2 (126.9 mg, 0.5 mmol, 1.0 eq.) as starting material. The resulting mixture was allowed to stir 24 hours at 125 oC. The 1H NMR conversion was 56%. 5ae was obtained as white solid (76.2 mg, 49%) after purification by silica gel flash chromatography (EtOAc/PE=1:100 v/v). m.p.: 129-131 oC. The reactants are CON, CO, CC(=O)c1ccc(-c2ccc(-c3nc(NC4CC(C)(C)NC(C)(C)C4)ncc3C)s2)s1, Cl. The product is CON=C(C)c1ccc(-c2ccc(-c3nc(NC4CC(C)(C)NC(C)(C)C4)ncc3C)s2)s1. RXN SMILES: [CH3:2][O:3][NH2:4].[CH3:36][OH:37].[CH3:5][c:6]1[c:7](-[c:23]2[cH:24][cH:25][c:26](-[c:28]3[s:29][c:30]([C:33]([CH3:34])=[O:35])[cH:31][cH:32]3)[s:27]2)[n:8][c:9]([NH:12][CH:13]2[CH2:14][C:15]([CH3:21])([CH3:22])[NH:16][C:17]([CH3:19])([CH3:20])[CH2:18]2)[n:10][cH:11]1.[ClH:1]>>[CH3:2][O:3][N:4]=[C:33]([c:30]1[s:29][c:28](-[c:26]2[cH:25][cH:24][c:23](-[c:7]3[c:6]([CH3:5])[cH:11][n:10][c:9]([NH:12][CH:13]4[CH2:14][C:15]([CH3:21])([CH3:22])[NH:16][C:17]([CH3:19])([CH3:20])[CH2:18]4)[n:8]3)[s:27]2)[cH:32][cH:31]1)[CH3:34]. Reactants: CN=C=O, CS(=O)(=O)[O-], [Na+], c1ccc(OC2CNC2)cc1, [OH-], c1ccccc1. The product is CNC(=O)N1CC(Oc2ccccc2)C1. Reaction SMILES: [CH3:19][N:20]=[C:21]=[O:22].[CH3:1][S:2](=[O:3])(=[O:4])[O-:5].[Na+:18].[O:6]([c:7]1[cH:8][cH:9][cH:10][cH:11][cH:12]1)[CH:13]1[CH2:14][NH:15][CH2:16]1.[OH-:17].[cH:23]1[cH:24][cH:25][cH:26][cH:27][cH:28]1>>[O:6]([c:7]1[cH:8][cH:9][cH:10][cH:11][cH:12]1)[CH:13]1[CH2:14][N:15]([C:21]([NH:20][CH3:19])=[O:22])[CH2:16]1.